Task: describe an organic reaction: reactants, conditions, products, and yield. Dataset: the Open Reaction Database (ORD), a public repository of structured organic reaction records Reactants: COc1ccc2cccc(C#N)c2c1, Cl, c1cc[nH+]cc1. Product: N#Cc1cccc2ccc(O)cc12. As a reaction SMILES: [CH3:1][O:2][c:3]1[cH:4][cH:5][c:6]2[cH:7][cH:8][cH:9][c:10]([C:13]#[N:14])[c:11]2[cH:12]1.[ClH:21].[nH+:15]1[cH:16][cH:17][cH:18][cH:19][cH:20]1>>[OH:2][c:3]1[cH:4][cH:5][c:6]2[cH:7][cH:8][cH:9][c:10]([C:13]#[N:14])[c:11]2[cH:12]1. Reaction SMILES: C[O:2][C:3](=[O:21])[C@H:4]([CH2:14][C:15]1[CH:20]=[CH:19][CH:18]=[CH:17][CH:16]=1)[NH:5][C:6](=[O:13])[C@H:7]([CH2:9][C:10](=[O:12])[OH:11])[NH2:8].[CH:22](N[C@@H]1C(=O)OC(=O)C1)=[O:23].N[C@H](C(O)=O)CC1C=CC=CC=1>O>[CH:22]([NH:8][C@H:7]([C:6]([NH:5][C@H:4]([C:3]([OH:2])=[O:21])[CH2:14][C:15]1[CH:20]=[CH:19][CH:18]=[CH:17][CH:16]=1)=[O:13])[CH2:9][C:10](=[O:12])[OH:11])=[O:23]. Starting materials: COC([C@@H](NC([C@@H](N)CC(O)=O)=O)CC1=CC=CC=C1)=O (α-L-aspartyl-L-phenylalanine methyl ester), C(=O)N[C@H]1CC(=O)OC1=O (formyl-L-aspartic anhydride), N[C@@H](CC1=CC=CC=C1)C(=O)O (L-phenylalanine). The solvent is O (water). Procedure details: A process for preparing an α-L-aspartyl-L-phenylalanine methyl ester which comprises the steps of reacting formyl-L-aspartic anhydride with L-phenylalanine in the presence of water at a high pH, to produce formyl-α-L-aspartyl-L-phenylalanine; removing the formyl group from the formyl-α-L-aspartyl-L-phenylalanine and esterifying the resultant compound with methanol and hydrogen chloride to produce the hydrogen chloride salt of α-L-aspartyl-L-phenylalanine methyl ester; neutralizing the hydrogen c... Yields the product C(=O)N[C@@H](CC(O)=O)C(=O)N[C@@H](CC1=CC=CC=C1)C(=O)O (formyl-α-L-aspartyl-L-phenylalanine).